Dataset: the Open Reaction Database (ORD), a public repository of structured organic reaction records. Task: describe an organic reaction: reactants, conditions, products, and yield The reactants are BrC1=CC=C2C(=NNC2=C1)C(=O)O (6-bromo-1H-indazole-3-carboxylic acid), S(=O)(Cl)Cl (thionyl chloride), CO (methanol). Procedure: To a solution of 6-bromo-1H-indazole-3-carboxylic acid (1.5 g, 6.22 mmol) in methanol (25 mL) was added thionyl chloride (2.26 ml, 31.12 mmol). The mixture was heated at 60° C. for 1 hr. The reaction mixture was cooled and concentrated in vacuo. The crude residue was dissolved in EtOAc (30 mL) and washed with saturated aqueous NaHCO3 (10 mL), water (10 mL) and dried (Na2SO4), filtered and concentrated in vacuo to give the title intermediate: 1H NMR (500 MHz, CDCl3) delta 4.08 (3H, s), 7.44 (1H, ... Yields the product BrC1=CC=C2C(=NNC2=C1)C(=O)OC (methyl 6-bromo-1H-indazole-3-carboxylate). Reaction SMILES: [Br:1][C:2]1[CH:10]=[C:9]2[C:5]([C:6]([C:11]([OH:13])=[O:12])=[N:7][NH:8]2)=[CH:4][CH:3]=1.S(Cl)(Cl)=O.[CH3:18]O>>[Br:1][C:2]1[CH:10]=[C:9]2[C:5]([C:6]([C:11]([O:13][CH3:18])=[O:12])=[N:7][NH:8]2)=[CH:4][CH:3]=1. Conditions: temperature 60 celsius. Starting materials: N1C(=NC=C1)C(=O)O (imidazole-2-carboxylic acid). The solvent is S(=O)(Cl)Cl (thionyl chloride). Product: N=1C=CN2C1C(N1C(C2=O)=NC=C1)=O (10H-diimidazo[1,2-a:1',2'-d]pyrazine-5,10-dione). Reaction SMILES: [NH:1]1[CH:5]=[CH:4][N:3]=[C:2]1[C:6]([OH:8])=O>S(Cl)(Cl)=O>[N:3]1[CH:4]=[CH:5][N:1]2[C:6](=[O:8])[C:2]3=[N:1][CH:5]=[CH:4][N:3]3[C:6](=[O:8])[C:2]=12. Procedure: 11.2 g (0.1 mol) of imidazole-2-carboxylic acid [which could be prepared, for example, in accordance with the method of J. Am. Chem. Soc., 71, 383 (1949)] were stirred under reflux with 100 ml of thionyl chloride for 5 hours. After cooling the mixture, the solid was filtered off, washed with a little petroleum ether and dried. 5H, 10H-diimidazo[1,2-a:1',2'-d]pyrazine-5,10-dione was thus obtained in virtually quantitative yield in the form of a yellow powder. The substance still did not melt at 2... Starting materials: CCOC(=O)C=Cc1ccc2c(c1)CC(NC(=O)OCc1ccccc1)CC2, C1CCOC1, CO, [Na+], [OH-]. The product is O=C(O)C=Cc1ccc2c(c1)CC(NC(=O)OCc1ccccc1)CC2. As a reaction SMILES: [CH2:1]([c:2]1[cH:3][cH:4][cH:5][cH:6][cH:7]1)[O:8][C:9](=[O:10])[NH:11][CH:12]1[CH2:13][c:14]2[cH:15][c:16]([CH:22]=[CH:23][C:24](=[O:25])[O:26][CH2:27][CH3:28])[cH:17][cH:18][c:19]2[CH2:20][CH2:21]1.[CH2:33]1[O:34][CH2:35][CH2:36][CH2:37]1.[CH3:31][OH:32].[Na+:30].[OH-:29]>>[CH2:1]([c:2]1[cH:3][cH:4][cH:5][cH:6][cH:7]1)[O:8][C:9](=[O:10])[NH:11][CH:12]1[CH2:13][c:14]2[cH:15][c:16]([CH:22]=[CH:23][C:24](=[O:25])[OH:26])[cH:17][cH:18][c:19]2[CH2:20][CH2:21]1. Product: ClC1=C(C(=CC=C1)Cl)NC(=O)NC1=NC=NC2=CC(=C(C=C12)OC)OCC1CCN(CC1)C (1-(2,6-dichlorophenyl)-3-[6-methoxy-7-(N-methylpiperidin-4-ylmethoxy)quinazolin-4-yl]urea). The solvent is CO (methanol), CN(C)C=O (DMF). Reaction SMILES: [Cl:1][C:2]1[CH:7]=[CH:6][CH:5]=[C:4]([Cl:8])[C:3]=1[N:9]=[C:10]=[O:11].[NH2:12][C:13]1[C:22]2[C:17](=[CH:18][C:19]([O:25][CH:26](C)[CH:27]3[CH2:32][CH2:31][NH:30][CH2:29][CH2:28]3)=[C:20]([O:23][CH3:24])[CH:21]=2)[N:16]=[CH:15][N:14]=1.[CH2:34](Cl)Cl>CN(C=O)C.CO>[Cl:1][C:2]1[CH:7]=[CH:6][CH:5]=[C:4]([Cl:8])[C:3]=1[NH:9][C:10]([NH:12][C:13]1[C:22]2[C:17](=[CH:18][C:19]([O:25][CH2:26][CH:27]3[CH2:28][CH2:29][N:30]([CH3:34])[CH2:31][CH2:32]3)=[C:20]([O:23][CH3:24])[CH:21]=2)[N:16]=[CH:15][N:14]=1)=[O:11]. Run at time 16 hour. Procedure: 2,6-Dichlorophenyl isocyanate (0.075 g) was added to a solution of 4-amino-6-methoxy-7-(methylpiperidin-4-ylmethoxy)quinazoline (0.093 g) in a mixture of methylene chloride (2 ml) and DMF (0.1 ml) and the reaction mixture was stirred at ambient temperature for 16 hours. The resultant solid was isolated, redissolved in a 20:1 mixture of methylene chloride and methanol and purified by column chromatography on silica using increasingly polar mixtures of methylene chloride, methanol and a 1% aqueous... The reactants are C(Cl)Cl (methylene chloride), ClC1=C(C(=CC=C1)Cl)N=C=O (2,6-Dichlorophenyl isocyanate), NC1=NC=NC2=CC(=C(C=C12)OC)OC(C1CCNCC1)C (4-amino-6-methoxy-7-(methylpiperidin-4-ylmethoxy)quinazoline), C(Cl)Cl (methylene chloride). Starting materials: B, CC(=O)O, Cl, C1CCOC1, CCN(CC)C(=O)c1cnc2occc2c1. The product is CCN(CC)Cc1cnc2occc2c1. As a reaction SMILES: [BH3:17].[CH3:18][C:19](=[O:20])[OH:21].[ClH:22].[O:23]1[CH2:24][CH2:25][CH2:26][CH2:27]1.[o:1]1[cH:2][cH:3][c:4]2[c:5]1[n:6][cH:7][c:8]([C:10](=[O:11])[N:12]([CH2:13][CH3:14])[CH2:15][CH3:16])[cH:9]2>>[o:1]1[cH:2][cH:3][c:4]2[c:5]1[n:6][cH:7][c:8]([CH2:10][N:12]([CH2:13][CH3:14])[CH2:15][CH3:16])[cH:9]2.